This data is from the Open Reaction Database (ORD), a public repository of structured organic reaction records. The task is: describe an organic reaction: reactants, conditions, products, and yield Starting materials: ClC=1N=C(C(=NC1NN)N)[N+](=O)[O-] (5-chloro-6-hydrazino-3-nitropyrazinamine), C(C)C(C([O-])([O-])[O-])(CC)CC (triethylorthoacetate). Product: ClC=1C=2N(C(=C(N1)[N+](=O)[O-])N)C(=NN2)C (8-Chloro-3-methyl-6-nitro-1,2,4-triazolo[4,3-a]pyrazine-5-amine). The yield is 75.0%. As a reaction SMILES: [Cl:1][C:2]1[N:3]=[C:4]([N+:11]([O-:13])=[O:12])[C:5]([NH2:10])=[N:6][C:7]=1[NH:8][NH2:9].[CH2:14](C(CC)(CC)C([O-])([O-])[O-])[CH3:15]>>[Cl:1][C:2]1[C:7]2[N:6]([C:14]([CH3:15])=[N:9][N:8]=2)[C:5]([NH2:10])=[C:4]([N+:11]([O-:13])=[O:12])[N:3]=1. Reported procedure: To 5.0 g (0.024 m) 5-chloro-6-hydrazino-3-nitropyrazinamine was added 50 ml of triethylorthoacetate and the resulting suspension was heated at 100° for 2.5 hours. The reaction mixture was cooled, filtered and the resulting dark brown solid washed with chloroform to give 4.1 g (75%) of the titled product as a brown solid, m.p. 220°; H' nmr (DMSO-d6): 9.60 (2H, broad singlet), 3.40 (3H, s); ms:m/e 228. The reactants are CCOC(=O)C(Cc1ccc(OCCc2nc(C(C)(C)C)oc2C)c2ccsc12)OC(C)C, C1CCOC1, CCO, [Na+], [OH-]. The product is Cc1oc(C(C)(C)C)nc1CCOc1ccc(CC(OC(C)C)C(=O)O)c2sccc12. RXN SMILES: [CH2:1]([CH3:2])[O:3][C:4]([CH:5]([CH2:6][c:7]1[cH:8][cH:9][c:10]([O:16][CH2:17][CH2:18][c:19]2[n:20][c:21]([C:25]([CH3:26])([CH3:27])[CH3:28])[o:22][c:23]2[CH3:24])[c:11]2[c:12]1[s:13][cH:14][cH:15]2)[O:29][CH:30]([CH3:31])[CH3:32])=[O:33].[CH2:36]1[O:37][CH2:38][CH2:39][CH2:40]1.[CH3:41][CH2:42][OH:43].[Na+:35].[OH-:34]>>[O:3]=[C:4]([CH:5]([CH2:6][c:7]1[cH:8][cH:9][c:10]([O:16][CH2:17][CH2:18][c:19]2[n:20][c:21]([C:25]([CH3:26])([CH3:27])[CH3:28])[o:22][c:23]2[CH3:24])[c:11]2[c:12]1[s:13][cH:14][cH:15]2)[O:29][CH:30]([CH3:31])[CH3:32])[OH:33]. The reactants are ClCCl (Dichloromethane), C25H26ClN3O3, COC1=CC=C(C(=O)C2CCN(CC2)C2C(NCC2)=O)C=C1 (3-(4-(4-methoxybenzoyl)piperidin-1-yl)pyrrolidin-2-one), BrCC1=C(C#N)C(=CC=C1)Cl (2-(bromomethyl)-6-chlorobenzonitrile), [H-].[Na+] (sodium hydride). The solvent is CO (methanol), O1CCCC1 (tetrahydrofuran), CN(C=O)C (dimethylformamide). Run at time 30 minute. Product: ClC1=C(C#N)C(=CC=C1)CN1C(C(CC1)N1CCC(CC1)C(C1=CC=C(C=C1)OC)=O)=O (2-Chloro-6-{3-[4-(4-methoxy-benzoyl)-piperidin-1-yl]-2-oxo-pyrrolidin-1-ylmethyl}-benzonitrile). Reaction SMILES: [CH3:1][O:2][C:3]1[CH:22]=[CH:21][C:6]([C:7]([CH:9]2[CH2:14][CH2:13][N:12]([CH:15]3[CH2:19][CH2:18][NH:17][C:16]3=[O:20])[CH2:11][CH2:10]2)=[O:8])=[CH:5][CH:4]=1.Br[CH2:24][C:25]1[CH:32]=[CH:31][CH:30]=[C:29]([Cl:33])[C:26]=1[C:27]#[N:28].[H-].[Na+].ClCCl>O1CCCC1.CN(C)C=O.CO>[Cl:33][C:29]1[CH:30]=[CH:31][CH:32]=[C:25]([CH2:24][N:17]2[CH2:18][CH2:19][CH:15]([N:12]3[CH2:13][CH2:14][CH:9]([C:7](=[O:8])[C:6]4[CH:5]=[CH:4][C:3]([O:2][CH3:1])=[CH:22][CH:21]=4)[CH2:10][CH2:11]3)[C:16]2=[O:20])[C:26]=1[C:27]#[N:28] |f:2.3|. Procedure: To a solution of 3-(4-(4-methoxybenzoyl)piperidin-1-yl)pyrrolidin-2-one (70 mg, 0.23 mmol) and 2-(bromomethyl)-6-chlorobenzonitrile (80 mg, 0.35 mmol) in tetrahydrofuran (1 mL) and dimethylformamide (0.1 mL) was added sodium hydride (46 mg, 1.2 mmol, 60% in mineral oil). The mixture was stirred at ambient temperature for 30 minutes. Dichloromethane and methanol were added slowly to quench the reaction. Then the mixture was filtered through a short pad of silical gel column, the solvent was remov... Starting materials: CCCC[N+](CCCC)(CCCC)CCCC.[F-] (TBAF), S1C2=C(C=C1C(=O)N1CCOC3(C1)CCN(CC3)CC3=C(C(=CC=C3)CCO[Si](C)(C)C(C)(C)C)F)C=CC=C2 (benzo[b]thiophen-2-yl(9-(3-(2-(tert-butyldimethylsilyloxy)ethyl)-2-fluorobenzyl)-1-oxa-4,9-diazaspiro[5.5]undecan-4-yl)methanone). The solvent is C1CCOC1 (THF). Conditions: time 0.5 hour. Yields the product S1C2=C(C=C1C(=O)N1CCOC3(C1)CCN(CC3)CC3=C(C(=CC=C3)CCO)F)C=CC=C2 (Benzo[b]thiophen-2-yl(9-(2-fluoro-3-(2-hydroxyethyl)benzyl)-1-oxa-4,9-diazaspiro[5.5]undecan-4-yl)methanone). RXN SMILES: CCCC[N+](CCCC)(CCCC)CCCC.[F-].[S:19]1[C:23]([C:24]([N:26]2[CH2:31][C:30]3([CH2:36][CH2:35][N:34]([CH2:37][C:38]4[CH:43]=[CH:42][CH:41]=[C:40]([CH2:44][CH2:45][O:46][Si](C(C)(C)C)(C)C)[C:39]=4[F:54])[CH2:33][CH2:32]3)[O:29][CH2:28][CH2:27]2)=[O:25])=[CH:22][C:21]2[CH:55]=[CH:56][CH:57]=[CH:58][C:20]1=2>C1COCC1>[S:19]1[C:23]([C:24]([N:26]2[CH2:31][C:30]3([CH2:36][CH2:35][N:34]([CH2:37][C:38]4[CH:43]=[CH:42][CH:41]=[C:40]([CH2:44][CH2:45][OH:46])[C:39]=4[F:54])[CH2:33][CH2:32]3)[O:29][CH2:28][CH2:27]2)=[O:25])=[CH:22][C:21]2[CH:55]=[CH:56][CH:57]=[CH:58][C:20]1=2 |f:0.1|. Procedure: TBAF (1M solution in THF, 2 mL) was added to a solution of benzo[b]thiophen-2-yl(9-(3-(2-(tert-butyldimethylsilyloxy)ethyl)-2-fluorobenzyl)-1-oxa-4,9-diazaspiro[5.5]undecan-4-yl)methanone (example 79, step a) (0.370 g) in THF (4 mL). After 0.5 h, the solution was concentrated. Purification by silica gel chromatography eluting with 10:1 ethyl acetate:triethylamine gave the subtitled compound as a gum. Yield 0.26 g. Starting materials: CO, CC(C)(C)OC(=O)N1CC=C(c2nccnc2OC2CN(c3ccc4ccccc4n3)C2)CC1. The product is CC(C)(C)OC(=O)N1CCC(c2nccnc2OC2CN(c3ccc4ccccc4n3)C2)CC1. As a reaction SMILES: [CH3:35][OH:36].[n:1]1[c:2]([N:11]2[CH2:12][CH:13]([O:15][c:16]3[c:17]([C:22]4=[CH:23][CH2:24][N:25]([C:28](=[O:29])[O:30][C:31]([CH3:32])([CH3:33])[CH3:34])[CH2:26][CH2:27]4)[n:18][cH:19][cH:20][n:21]3)[CH2:14]2)[cH:3][cH:4][c:5]2[cH:6][cH:7][cH:8][cH:9][c:10]12>>[n:1]1[c:2]([N:11]2[CH2:12][CH:13]([O:15][c:16]3[c:17]([CH:22]4[CH2:23][CH2:24][N:25]([C:28](=[O:29])[O:30][C:31]([CH3:32])([CH3:33])[CH3:34])[CH2:26][CH2:27]4)[n:18][cH:19][cH:20][n:21]3)[CH2:14]2)[cH:3][cH:4][c:5]2[cH:6][cH:7][cH:8][cH:9][c:10]12. Reactants: Cn1c(C(F)(F)F)cnc(-c2ccc(Cl)cc2F)c1=O, O, O=[N+]([O-])O, O=S(=O)(O)O. Yields the product Cn1c(C(F)(F)F)cnc(-c2cc([N+](=O)[O-])c(Cl)cc2F)c1=O. RXN SMILES: [Cl:6][c:7]1[cH:8][c:9]([F:25])[c:10](-[c:13]2[c:14](=[O:24])[n:15]([CH3:23])[c:16]([C:19]([F:20])([F:21])[F:22])[cH:17][n:18]2)[cH:11][cH:12]1.[OH2:30].[OH:26][N+:27]([O-:28])=[O:29].[S:1](=[O:2])(=[O:3])([OH:4])[OH:5]>>[Cl:6][c:7]1[cH:8][c:9]([F:25])[c:10](-[c:13]2[c:14](=[O:24])[n:15]([CH3:23])[c:16]([C:19]([F:20])([F:21])[F:22])[cH:17][n:18]2)[cH:11][c:12]1[N+:27](=[O:26])[O-:28].